From a dataset of the Open Reaction Database (ORD), a public repository of structured organic reaction records. describe an organic reaction: reactants, conditions, products, and yield Starting materials: FC1=CC=C(C=C1)[C@@H]1CC[C@H](CC1)N1CCNCC1 (trans 1-[4-(4-fluorophenyl)-1-cyclohexyl]piperazine), ClC1=C(CCl)C=CC=C1 (2-chlorobenzyl chloride). Yields the product ClC1=C(C=CC=C1)CN1CCN(CC1)[C@@H]1CC[C@H](CC1)C1=CC=C(C=C1)F (Trans 1-[(2-chlorophenyl)methyl]-4-[4-(4-fluorophenyl)-1-cyclohexyl]piperazine), product. Isolated yield 44.0%. Reaction SMILES: [F:1][C:2]1[CH:7]=[CH:6][C:5]([C@H:8]2[CH2:13][CH2:12][C@H:11]([N:14]3[CH2:19][CH2:18][NH:17][CH2:16][CH2:15]3)[CH2:10][CH2:9]2)=[CH:4][CH:3]=1.[Cl:20][C:21]1[CH:28]=[CH:27][CH:26]=[CH:25][C:22]=1[CH2:23]Cl>>[Cl:20][C:21]1[CH:28]=[CH:27][CH:26]=[CH:25][C:22]=1[CH2:23][N:17]1[CH2:16][CH2:15][N:14]([C@H:11]2[CH2:10][CH2:9][C@H:8]([C:5]3[CH:6]=[CH:7][C:2]([F:1])=[CH:3][CH:4]=3)[CH2:13][CH2:12]2)[CH2:19][CH2:18]1. Reported procedure: The title compound was prepared from trans 1-[4-(4-fluorophenyl)-1-cyclohexyl]piperazine and 2-chlorobenzyl chloride by the method described in example 15 to give the product (44%, mp: 83°-85° C.). Calc'd for C23H28ClFN2.0.4H2O: C, 70.09%; H, 7.37%; N, 7.11%. Found: C, 69.99%; H, 7.38%; N, 7.07%.